Dataset: the Open Reaction Database (ORD), a public repository of structured organic reaction records. Task: describe an organic reaction: reactants, conditions, products, and yield The reactants are ClC1=CC=C(CNC(=O)C2=CN(C3=CC=C(C=C3C2=O)CCl)C)C=C1 (N-(4-chlorobenzyl)-6-(chloromethyl)-1-methyl-4-oxo-1,4-dihydro-3-quinolinecarboxamide), C(C)(C)N(CC)C(C)C (diisopropylethylarnine), CNCC(C1=CC=CC=C1)O (α-(methylaminomethyl)-benzyl alcohol). The solvent is CN1CCCC1=O (NMP). Reaction conditions: time 3 day. Product: ClC1=CC=C(CNC(=O)C2=CN(C3=CC=C(C=C3C2=O)CN(C)CC(C2=CC=CC=C2)O)C)C=C1 (N-(4-Chlorobenzyl)-6-{[(2-hydroxy-2-phenylethyl)(methyl)-amino]methyl}-1-methyl-4-oxo-1,4-dihydro-3quinolinecarboxamide). The yield is 63.8%. Reaction SMILES: [Cl:1][C:2]1[CH:25]=[CH:24][C:5]([CH2:6][NH:7][C:8]([C:10]2[C:19](=[O:20])[C:18]3[C:13](=[CH:14][CH:15]=[C:16]([CH2:21]Cl)[CH:17]=3)[N:12]([CH3:23])[CH:11]=2)=[O:9])=[CH:4][CH:3]=1.C(N(C(C)C)CC)(C)C.[CH3:35][NH:36][CH2:37][CH:38]([OH:45])[C:39]1[CH:44]=[CH:43][CH:42]=[CH:41][CH:40]=1>CN1C(=O)CCC1>[Cl:1][C:2]1[CH:3]=[CH:4][C:5]([CH2:6][NH:7][C:8]([C:10]2[C:19](=[O:20])[C:18]3[C:13](=[CH:14][CH:15]=[C:16]([CH2:21][N:36]([CH2:37][CH:38]([OH:45])[C:39]4[CH:44]=[CH:43][CH:42]=[CH:41][CH:40]=4)[CH3:35])[CH:17]=3)[N:12]([CH3:23])[CH:11]=2)=[O:9])=[CH:24][CH:25]=1. Procedure details: A solution of N-(4-chlorobenzyl)-6-(chloromethyl)-1-methyl-4-oxo-1,4-dihydro-3-quinolinecarboxamide (0.06 gm) from Preparation No. 35 in dry NMP (2 mL) containing diisopropylethylarnine (0.04 mL) is treated with α-(methylaminomethyl)-benzyl alcohol (0.04 gm). The reaction mixture is shaken at room temperature for 3 days then concentrated under reduced pressure. The residue is partioned between dichloromethane and water. The separated organic layer is washed with two additional portions of water,... Starting materials: CC(C)(C)OO, CCCCCCCCCC, [Cl-], [Cl-], [Cl-], [Cl-], ClCCl, FC(F)(F)c1ccc2c(c1)CC=C2, [Ti+4]. Yields the product FC(F)(F)c1ccc2c(c1)CC1OC21. Reaction SMILES: [C:14]([CH3:16])([CH3:17])([O:18][OH:15])[CH3:19].[CH3:23][CH2:24][CH2:25][CH2:26][CH2:27][CH2:28][CH2:29][CH2:30][CH2:31][CH3:32].[Cl-:33].[Cl-:34].[Cl-:35].[Cl-:36].[Cl:20][CH2:21][Cl:22].[F:1][C:2]([c:3]1[cH:4][cH:5][c:6]2[c:10]([cH:11]1)[CH2:9][CH:8]=[CH:7]2)([F:12])[F:13].[Ti+4:37]>>[F:1][C:2]([c:3]1[cH:4][cH:5][c:6]2[c:10]([cH:11]1)[CH2:9][CH:8]1[CH:7]2[O:18]1)([F:12])[F:13].